Dataset: the Open Reaction Database (ORD), a public repository of structured organic reaction records. Task: describe an organic reaction: reactants, conditions, products, and yield Starting materials: O=C([O-])[O-], CCO, [K+], [K+], c1ccc(C(c2ccccc2)N2CCNCC2)cc1, Cc1[nH]c(-c2ccccc2)nc1C(=O)CBr. Product: Cc1[nH]c(-c2ccccc2)nc1C(=O)CN1CCN(C(c2ccccc2)c2ccccc2)CC1. RXN SMILES: [C:36](=[O:37])([O-:38])[O-:39].[CH3:42][CH2:43][OH:44].[K+:40].[K+:41].[c:17]1([CH:23]([N:24]2[CH2:25][CH2:26][NH:27][CH2:28][CH2:29]2)[c:30]2[cH:31][cH:32][cH:33][cH:34][cH:35]2)[cH:18][cH:19][cH:20][cH:21][cH:22]1.[c:1]1(-[c:7]2[nH:8][c:9]([CH3:16])[c:10]([C:12]([CH2:13][Br:14])=[O:15])[n:11]2)[cH:2][cH:3][cH:4][cH:5][cH:6]1>>[c:1]1(-[c:7]2[nH:8][c:9]([CH3:16])[c:10]([C:12]([CH2:13][N:27]3[CH2:26][CH2:25][N:24]([CH:23]([c:17]4[cH:18][cH:19][cH:20][cH:21][cH:22]4)[c:30]4[cH:31][cH:32][cH:33][cH:34][cH:35]4)[CH2:29][CH2:28]3)=[O:15])[n:11]2)[cH:2][cH:3][cH:4][cH:5][cH:6]1. The reactants are ψ-acid chloride, ClC1=CC=C(C(=O)C2=C(C(=O)O)C=CC=C2)C=C1 (0-(p-chlorobenzoyl)benzoic acid), CC(=O)C (acetone), Cl.C(C)NCCNS(=O)(=O)C1=CC=C(C=C1)C (N-[2-(ethylamino)ethyl]-p-toluenesulfonamide hydrochloride). Run in N1=CC=CC=C1 (pyridine). Yields the product ClC1=CC=C(C(=O)C2=C(C(=O)N(CC)CCNS(=O)(=O)C3=CC=C(C=C3)C)C=CC=C2)C=C1 (2-(p-chlorobenzoyl)-N-[2-(p-toluenesulfonamido)ethyl]-N-ethylbenzamide). RXN SMILES: [Cl:1][C:2]1[CH:18]=[CH:17][C:5]([C:6]([C:8]2[CH:16]=[CH:15][CH:14]=[CH:13][C:9]=2[C:10]([OH:12])=O)=[O:7])=[CH:4][CH:3]=1.CC(C)=O.Cl.[CH2:24]([NH:26][CH2:27][CH2:28][NH:29][S:30]([C:33]1[CH:38]=[CH:37][C:36]([CH3:39])=[CH:35][CH:34]=1)(=[O:32])=[O:31])[CH3:25]>N1C=CC=CC=1>[Cl:1][C:2]1[CH:3]=[CH:4][C:5]([C:6]([C:8]2[CH:16]=[CH:15][CH:14]=[CH:13][C:9]=2[C:10]([N:26]([CH2:27][CH2:28][NH:29][S:30]([C:33]2[CH:34]=[CH:35][C:36]([CH3:39])=[CH:37][CH:38]=2)(=[O:32])=[O:31])[CH2:24][CH3:25])=[O:12])=[O:7])=[CH:17][CH:18]=1 |f:2.3|. Reported procedure: A solution of 13 grams of ψ-acid chloride of 0-(p-chlorobenzoyl)benzoic acid in 30 ml. of acetone was added dropwise to a stirred solution of 14 grams of N-[2-(ethylamino)ethyl]-p-toluenesulfonamide hydrochloride in 100 ml. of pyridine. The solution was refluxed for 1.75 hours then the solvent was removed in vacuo. The residue dissolved in ethyl acetate and extracted successively with water, and saturated sodium carbonate solution. After drying over magnesium sulfate, the ethyl acetate was remov... The reactants are Brc1cncc(OCc2ccccc2)c1, CO, [Cu]Br, N. Yields the product Nc1cncc(OCc2ccccc2)c1. RXN SMILES: [CH2:1]([c:2]1[cH:3][cH:4][cH:5][cH:6][cH:7]1)[O:8][c:9]1[cH:10][n:11][cH:12][c:13]([Br:15])[cH:14]1.[CH3:19][OH:20].[Cu:17][Br:18].[NH3:16]>>[CH2:1]([c:2]1[cH:3][cH:4][cH:5][cH:6][cH:7]1)[O:8][c:9]1[cH:10][n:11][cH:12][c:13]([NH2:16])[cH:14]1. The reactants are CSC1=NC=C(C(=N1)O)C(=O)OCC (2-Methylthio-5-ethoxycarbonyl-4-hydroxypyrimidine), C(C1=CC=CO1)N (furfurylamine). The solvent is C(CCC)O (butanol). Product: C(C1=CC=CO1)NC1=NC=C(C(=N1)O)C(=O)OCC (2-Furfurylamino-5-ethoxycarbonyl-4-hydroxypyrimidine). Reaction SMILES: CS[C:3]1[N:8]=[C:7]([OH:9])[C:6]([C:10]([O:12][CH2:13][CH3:14])=[O:11])=[CH:5][N:4]=1.[CH2:15]([NH2:21])[C:16]1[O:20][CH:19]=[CH:18][CH:17]=1>C(O)CCC>[CH2:15]([NH:21][C:3]1[N:8]=[C:7]([OH:9])[C:6]([C:10]([O:12][CH2:13][CH3:14])=[O:11])=[CH:5][N:4]=1)[C:16]1[O:20][CH:19]=[CH:18][CH:17]=1. Procedure details: 2-Methylthio-5-ethoxycarbonyl-4-hydroxypyrimidine (535 mg, 2.5 mmol) was refluxed in butanol overnight with furfurylamine (335 μl, 3.8 mmol). The named product crystallized out and was filtered off (577 mg, 88%). Starting materials: COC(=O)C1=C(C)NC(C)=C(C(=O)O)C1c1cccc([N+](=O)[O-])c1, Cc1ccccc1, C(=NC1CCCCC1)=NC1CCCCC1, OCC=Cc1ccccc1Cc1ncc[nH]1. Product: COC(=O)C1=C(C)NC(C)=C(C(=O)OCC=Cc2ccccc2Cc2ncc[nH]2)C1c1cccc([N+](=O)[O-])c1. RXN SMILES: [CH3:1][C:2]1=[C:7]([C:8](=[O:9])[OH:10])[CH:6]([c:11]2[cH:12][c:13]([N+:17](=[O:18])[O-:19])[cH:14][cH:15][cH:16]2)[C:5]([C:20](=[O:21])[O:22][CH3:23])=[C:4]([CH3:24])[NH:3]1.[CH3:56][c:57]1[cH:58][cH:59][cH:60][cH:61][cH:62]1.[CH:41]1([N:42]=[C:43]=[N:44][CH:45]2[CH2:46][CH2:47][CH2:48][CH2:49][CH2:50]2)[CH2:51][CH2:52][CH2:53][CH2:54][CH2:55]1.[nH:25]1[c:26]([CH2:30][c:31]2[c:32]([CH:37]=[CH:38][CH2:39][OH:40])[cH:33][cH:34][cH:35][cH:36]2)[n:27][cH:28][cH:29]1>>[CH3:1][C:2]1=[C:7]([C:8](=[O:9])[O:10][CH2:39][CH:38]=[CH:37][c:32]2[c:31]([CH2:30][c:26]3[n:25][cH:29][cH:28][nH:27]3)[cH:36][cH:35][cH:34][cH:33]2)[CH:6]([c:11]2[cH:12][c:13]([N+:17](=[O:18])[O-:19])[cH:14][cH:15][cH:16]2)[C:5]([C:20](=[O:21])[O:22][CH3:23])=[C:4]([CH3:24])[NH:3]1. Procedure details: 7.27 g of 2-chloro-3-(2,3-epoxy-propoxy)-pyrazine and 7.35 g of 1-(4-piperidyl)-3-phenyl-2-imidazolidinone in 120 ml of isopropanol are stirred for 24 hours at approx. 20° C. The reaction mixture is then concentrated in a water jet vacuum. The residue crystallises from ether and yields 1-{1-[2-hydroxy-3-(3-chloro-pyrazin-2-yloxy)-propyl]-4-piperidinyl}-3-phenyl-imidazolidin-2-one with a melting point of 122°-124° C. Starting materials: ClC1=NC=CN=C1OCC1CO1 (2-chloro-3-(2,3-epoxy-propoxy)-pyrazine), N1CCC(CC1)N1C(N(CC1)C1=CC=CC=C1)=O (1-(4-piperidyl)-3-phenyl-2-imidazolidinone). RXN SMILES: [Cl:1][C:2]1[C:7]([O:8][CH2:9][CH:10]2[O:12][CH2:11]2)=[N:6][CH:5]=[CH:4][N:3]=1.[NH:13]1[CH2:18][CH2:17][CH:16]([N:19]2[CH2:23][CH2:22][N:21]([C:24]3[CH:29]=[CH:28][CH:27]=[CH:26][CH:25]=3)[C:20]2=[O:30])[CH2:15][CH2:14]1>C(O)(C)C>[OH:12][CH:10]([CH2:9][O:8][C:7]1[C:2]([Cl:1])=[N:3][CH:4]=[CH:5][N:6]=1)[CH2:11][N:13]1[CH2:14][CH2:15][CH:16]([N:19]2[CH2:23][CH2:22][N:21]([C:24]3[CH:25]=[CH:26][CH:27]=[CH:28][CH:29]=3)[C:20]2=[O:30])[CH2:17][CH2:18]1. Yields the product OC(CN1CCC(CC1)N1C(N(CC1)C1=CC=CC=C1)=O)COC1=NC=CN=C1Cl (1-{1-[2-hydroxy-3-(3-chloro-pyrazin-2-yloxy)-propyl]-4-piperidinyl}-3-phenyl-imidazolidin-2-one). Run in C(C)(C)O (isopropanol). Product: ClCCCN1CCOCC1. Starting materials: ClCCCBr, C1COCCN1, Cc1ccccc1. Reaction SMILES: [Br:7][CH2:8][CH2:9][CH2:10][Cl:11].[CH2:1]1[CH2:2][O:3][CH2:4][CH2:5][NH:6]1.[CH3:12][c:13]1[cH:14][cH:15][cH:16][cH:17][cH:18]1>>[CH2:1]1[CH2:2][O:3][CH2:4][CH2:5][N:6]1[CH2:8][CH2:9][CH2:10][Cl:11]. Solvent: C(Cl)(Cl)Cl (chloroform). The reactants are O[C@@H]1[C@@H]2[C@]3(CCC(C=C3[C@H](C[C@H]2[C@@H]2CC[C@](C(COC(C)=O)=O)([C@]2(C1)C)OC(C)=O)F)=O)C (11β-hydroxy-17α,21-diacetoxy-6α-fluoro-pregn-4-ene-3,20-dione), compound 4, product, 2,3-dichloro-4,5-dicyanobenzoquinone, O1CCOCC1 (dioxan). As a reaction SMILES: [OH:1][C@H:2]1[CH2:25][C@@:24]2([CH3:26])[C@@H:13]([CH2:14][CH2:15][C@:16]2([O:27][C:28](=[O:30])[CH3:29])[C:17](=[O:23])[CH2:18][O:19][C:20](=[O:22])[CH3:21])[C@H:12]2[C@H:3]1[C@:4]1([CH3:33])[C:9]([C@@H:10]([F:31])[CH2:11]2)=[CH:8][C:7](=[O:32])[CH2:6][CH2:5]1.O1CCOCC1>C(Cl)(Cl)Cl>[OH:1][C@H:2]1[CH2:25][C@@:24]2([CH3:26])[C@@H:13]([CH2:14][CH2:15][C@:16]2([O:27][C:28](=[O:30])[CH3:29])[C:17](=[O:23])[CH2:18][O:19][C:20](=[O:22])[CH3:21])[C@H:12]2[C@H:3]1[C@:4]1([CH3:33])[C:9]([C@@H:10]([F:31])[CH2:11]2)=[CH:8][C:7](=[O:32])[CH:6]=[CH:5]1. Reported procedure: A mixture of 3 g of 11β-hydroxy-17α,21-diacetoxy-6α-fluoro-pregn-4-ene-3,20-dione [compound 4, the product of Example 3] , 2.5 g of 2,3-dichloro-4,5-dicyanobenzoquinone, and 30 ml of dioxan was heated under reflux for 2 hours. The resulting dark colored suspension was cooled, filtered from dichloro-dicyanohydroquinone, and then evaporated to dryness. The residue so obtained was dissolved in chloroform and filtered through neutral alumina (50 g). The solvent was evaporated under reduced pressure.... Product: O[C@@H]1[C@@H]2[C@]3(C=CC(C=C3[C@H](C[C@H]2[C@@H]2CC[C@](C(COC(C)=O)=O)([C@]2(C1)C)OC(C)=O)F)=O)C (11β-hydroxy-17α,21-diacetoxy-6α-fluoro-pregna-1,4-diene-3,20-dione).